Dataset: the Open Reaction Database (ORD), a public repository of structured organic reaction records. Task: describe an organic reaction: reactants, conditions, products, and yield The reactants are C1CCOC1, COC(=O)C1CCC(C(=O)O)CC1, CC(C)NC(C)C, CI. The product is COC(=O)C1(C)CCC(C(=O)O)CC1. As a reaction SMILES: [CH2:23]1[O:24][CH2:25][CH2:26][CH2:27]1.[CH3:8][O:9][C:10](=[O:11])[CH:12]1[CH2:13][CH2:14][CH:15]([C:18](=[O:19])[OH:20])[CH2:16][CH2:17]1.[CH:1]([NH:2][CH:3]([CH3:4])[CH3:5])([CH3:6])[CH3:7].[I:21][CH3:22]>>[CH3:1][C:12]1([C:10]([O:9][CH3:8])=[O:11])[CH2:13][CH2:14][CH:15]([C:18](=[O:19])[OH:20])[CH2:16][CH2:17]1.